This data is from the Open Reaction Database (ORD), a public repository of structured organic reaction records. The task is: describe an organic reaction: reactants, conditions, products, and yield The reactants are Cc1cc(C)c(CNC(=O)c2cc(Br)cc3c2cnn3C2CCCC2)c(=O)[nH]1, O=C([O-])[O-], C1COCCO1, ClCCl, [Na+], [Na+], OCc1ccc(B(O)O)cc1, c1ccc(P(c2ccccc2)(c2ccccc2)[Pd](P(c2ccccc2)(c2ccccc2)c2ccccc2)(P(c2ccccc2)(c2ccccc2)c2ccccc2)P(c2ccccc2)(c2ccccc2)c2ccccc2)cc1. Product: Cc1cc(C)c(CNC(=O)c2cc(-c3ccc(CO)cc3)cc3c2cnn3C2CCCC2)c(=O)[nH]1. As a reaction SMILES: [Br:1][c:2]1[cH:3][c:4]([C:16](=[O:17])[NH:18][CH2:19][c:20]2[c:21](=[O:28])[nH:22][c:23]([CH3:27])[cH:24][c:25]2[CH3:26])[c:5]2[cH:6][n:7][n:8]([CH:11]3[CH2:12][CH2:13][CH2:14][CH2:15]3)[c:9]2[cH:10]1.[C:40](=[O:41])([O-:42])[O-:43].[CH2:49]1[O:50][CH2:51][CH2:52][O:53][CH2:54]1.[Cl:46][CH2:47][Cl:48].[Na+:44].[Na+:45].[OH:29][CH2:30][c:31]1[cH:32][cH:33][c:34]([B:37]([OH:38])[OH:39])[cH:35][cH:36]1.[cH:55]1[cH:56][cH:57][c:58]([P:59]([Pd:60]([P:61]([c:62]2[cH:63][cH:64][cH:65][cH:66][cH:67]2)([c:68]2[cH:69][cH:70][cH:71][cH:72][cH:73]2)[c:74]2[cH:75][cH:76][cH:77][cH:78][cH:79]2)([P:80]([c:81]2[cH:82][cH:83][cH:84][cH:85][cH:86]2)([c:87]2[cH:88][cH:89][cH:90][cH:91][cH:92]2)[c:93]2[cH:94][cH:95][cH:96][cH:97][cH:98]2)[P:99]([c:100]2[cH:101][cH:102][cH:103][cH:104][cH:105]2)([c:106]2[cH:107][cH:108][cH:109][cH:110][cH:111]2)[c:112]2[cH:113][cH:114][cH:115][cH:116][cH:117]2)([c:118]2[cH:119][cH:120][cH:121][cH:122][cH:123]2)[c:124]2[cH:125][cH:126][cH:127][cH:128][cH:129]2)[cH:130][cH:131]1>>[c:2]1(-[c:34]2[cH:33][cH:32][c:31]([CH2:30][OH:29])[cH:36][cH:35]2)[cH:3][c:4]([C:16](=[O:17])[NH:18][CH2:19][c:20]2[c:21](=[O:28])[nH:22][c:23]([CH3:27])[cH:24][c:25]2[CH3:26])[c:5]2[cH:6][n:7][n:8]([CH:11]3[CH2:12][CH2:13][CH2:14][CH2:15]3)[c:9]2[cH:10]1. Product: NC(=O)C1CCC(C(F)(F)F)CC1. As a reaction SMILES: [CH3:1][N:2]([CH3:3])[CH2:4][CH2:5][CH2:6][N:7]=[C:8]=[N:9][CH2:10][CH3:11].[CH3:44][OH:45].[CH3:46][CH2:47][O:48][C:49](=[O:50])[CH3:51].[Cl:41][CH2:42][Cl:43].[F:12][C:13]([CH:14]1[CH2:15][CH2:16][CH:17]([C:20](=[O:21])[OH:22])[CH2:18][CH2:19]1)([F:23])[F:24].[NH3:35].[O:36]=[CH:37][N:38]([CH3:39])[CH3:40].[OH:25][n:26]1[c:27]2[cH:28][cH:29][cH:30][cH:31][c:32]2[n:33][n:34]1>>[NH2:2][C:20]([CH:17]1[CH2:16][CH2:15][CH:14]([C:13]([F:12])([F:23])[F:24])[CH2:19][CH2:18]1)=[O:21]. Reactants: CCN=C=NCCCN(C)C, CO, CCOC(C)=O, ClCCl, O=C(O)C1CCC(C(F)(F)F)CC1, N, CN(C)C=O, On1nnc2ccccc21. The reactants are O=C([O-])[O-], CCc1nc(C[P+](c2ccccc2)(c2ccccc2)c2ccccc2)cs1, CN(C)C=O, CCOC(=O)C=Cc1nc(COc2ccc(COc3nn(-c4ccccc4)cc3C=O)cc2OC)c(C)o1, [Cl-], [K+], [K+], O. Product: CCOC(=O)C=Cc1nc(COc2ccc(COc3nn(-c4ccccc4)cc3C=Cc3csc(CC)n3)cc2OC)c(C)o1. As a reaction SMILES: [C:67](=[O:68])([O-:69])[O-:70].[CH2:40]([CH3:41])[c:42]1[s:43][cH:44][c:45]([CH2:47][P+:48]([c:49]2[cH:50][cH:51][cH:52][cH:53][cH:54]2)([c:55]2[cH:56][cH:57][cH:58][cH:59][cH:60]2)[c:61]2[cH:62][cH:63][cH:64][cH:65][cH:66]2)[n:46]1.[CH3:73][N:74]([CH3:75])[CH:76]=[O:77].[CH:1](=[O:2])[c:3]1[c:4]([O:14][CH2:15][c:16]2[cH:17][c:18]([O:37][CH3:38])[c:19]([O:20][CH2:21][c:22]3[n:23][c:24]([CH:28]=[CH:29][C:30](=[O:31])[O:32][CH2:33][CH3:34])[o:25][c:26]3[CH3:27])[cH:35][cH:36]2)[n:5][n:6](-[c:8]2[cH:9][cH:10][cH:11][cH:12][cH:13]2)[cH:7]1.[Cl-:39].[K+:71].[K+:72].[OH2:78]>>[CH:1]([c:3]1[c:4]([O:14][CH2:15][c:16]2[cH:17][c:18]([O:37][CH3:38])[c:19]([O:20][CH2:21][c:22]3[n:23][c:24]([CH:28]=[CH:29][C:30](=[O:31])[O:32][CH2:33][CH3:34])[o:25][c:26]3[CH3:27])[cH:35][cH:36]2)[n:5][n:6](-[c:8]2[cH:9][cH:10][cH:11][cH:12][cH:13]2)[cH:7]1)=[CH:47][c:45]1[cH:44][s:43][c:42]([CH2:40][CH3:41])[n:46]1. The reactants are BrCCBr, C1CCOC1, CCOC(C)=O, O=C(C=Cc1ccccc1)C=Cc1ccccc1, O=C(C=Cc1ccccc1)C=Cc1ccccc1, Clc1ncccn1, C[Si](C)(C)Cl, CC(C)(C)OC(=O)N1CCCC(CI)C1, [Pd], Cc1ccccc1P(c1ccccc1C)c1ccccc1C. The product is CC(C)(C)OC(=O)N1CCCC(Cc2ncccn2)C1. Reaction SMILES: [Br:1][CH2:2][CH2:3][Br:4].[CH2:54]1[O:55][CH2:56][CH2:57][CH2:58]1.[CH3:59][CH2:60][O:61][C:62](=[O:63])[CH3:64].[CH:66](=[CH:67][C:68]([CH:69]=[CH:70][c:71]1[cH:72][cH:73][cH:74][cH:75][cH:76]1)=[O:77])[c:78]1[cH:79][cH:80][cH:81][cH:82][cH:83]1.[CH:84](=[CH:85][C:86]([CH:87]=[CH:88][c:89]1[cH:90][cH:91][cH:92][cH:93][cH:94]1)=[O:95])[c:96]1[cH:97][cH:98][cH:99][cH:100][cH:101]1.[Cl:25][c:26]1[n:27][cH:28][cH:29][cH:30][n:31]1.[Cl:5][Si:6]([CH3:7])([CH3:8])[CH3:9].[I:10][CH2:11][CH:12]1[CH2:13][N:14]([C:18](=[O:19])[O:20][C:21]([CH3:22])([CH3:23])[CH3:24])[CH2:15][CH2:16][CH2:17]1.[Pd:65].[c:32]1([CH3:33])[cH:34][cH:35][cH:36][cH:37][c:38]1[P:39]([c:40]1[cH:41][cH:42][cH:43][cH:44][c:45]1[CH3:46])[c:47]1[cH:48][cH:49][cH:50][cH:51][c:52]1[CH3:53]>>[CH2:11]([CH:12]1[CH2:13][N:14]([C:18](=[O:19])[O:20][C:21]([CH3:22])([CH3:23])[CH3:24])[CH2:15][CH2:16][CH2:17]1)[c:26]1[n:27][cH:28][cH:29][cH:30][n:31]1. Starting materials: C1(CCCCC1)OC[C@@H]1N(CC[C@H](C1)C1=CC(NO1)=O)C(=O)OC (Trans-methyl 2-(cyclohexyloxymethyl)-4-(3-oxo-2,3-dihydroisoxazol-5-yl)piperidine-1-carboxylate), C(C)(=O)O (acetic acid). Solvent: Br (hydrogen bromide). Conditions: time 16 hour. The product is C1(CCCCC1)OC[C@@H]1NCC[C@H](C1)C1=CC(NO1)=O (5-(trans-2-(cyclohexyloxymethyl)piperidin-4-yl)isoxazol-3(2H)-one). The yield is 14.9%. As a reaction SMILES: [CH:1]1([O:7][CH2:8][C@H:9]2[CH2:14][C@H:13]([C:15]3[O:19][NH:18][C:17](=[O:20])[CH:16]=3)[CH2:12][CH2:11][N:10]2C(OC)=O)[CH2:6][CH2:5][CH2:4][CH2:3][CH2:2]1.C(O)(=O)C>Br>[CH:1]1([O:7][CH2:8][C@H:9]2[CH2:14][C@H:13]([C:15]3[O:19][NH:18][C:17](=[O:20])[CH:16]=3)[CH2:12][CH2:11][NH:10]2)[CH2:6][CH2:5][CH2:4][CH2:3][CH2:2]1. Procedure: Trans-methyl 2-(cyclohexyloxymethyl)-4-(3-oxo-2,3-dihydroisoxazol-5-yl)piperidine-1-carboxylate (121 mg, 0.36 mmol) was dissolved in hydrogen bromide (33% in acetic acid, (2.75 mL, 15.69 mmol) and stirred at room temperature for 16 h. The solvent was removed in vacuo and the residue purified by preparative HPLC (Instrument: FractionLynx II, Mobilphase: gradient 5-95% MeCN in 0.2% NH3, pH 10, Column: Xbridge Prep C18 5 μm OBD 19*150 mm) to yield 5-(trans-2-(cyclohexyloxymethyl)piperidin-4-yl)isox... Starting materials: ClCC=1N=C(OC1)C=1SC=CC1 (4-chloromethyl-2-(2-thienyl)oxazole), C(C)(=O)[O-].[Na+] (sodium acetate). The product is S1C(=CC=C1)C=1OC=C(N1)CO (2-(2-thienyl)oxazolylmethanol). Yield: 80.0%. RXN SMILES: Cl[CH2:2][C:3]1[N:4]=[C:5]([C:8]2[S:9][CH:10]=[CH:11][CH:12]=2)[O:6][CH:7]=1.C([O-])(=[O:15])C.[Na+]>>[S:9]1[CH:10]=[CH:11][CH:12]=[C:8]1[C:5]1[O:6][CH:7]=[C:3]([CH2:2][OH:15])[N:4]=1 |f:1.2|. Reported procedure: In substantially the same manner as in Reference Example 77, 4-chloromethyl-2-(2-thienyl)oxazole was allowed to react with sodium acetate, and then hydrolyzed to give 2-(2-thienyl)oxazolylmethanol. The yield was 80%. Recrystallization from ethyl acetate-hexane gave pale yellow prisms, mp 98-99° C.